This data is from the Open Reaction Database (ORD), a public repository of structured organic reaction records. The task is: describe an organic reaction: reactants, conditions, products, and yield Reactants: BrC(Br)=Cc1cn(C(c2ccccc2)(c2ccccc2)c2ccccc2)cn1, C1CCOC1, [Li]CCCC. Product: C#Cc1cn(C(c2ccccc2)(c2ccccc2)c2ccccc2)cn1. RXN SMILES: [Br:6][C:7](=[CH:8][c:9]1[n:10][cH:11][n:12]([C:14]([c:15]2[cH:16][cH:17][cH:18][cH:19][cH:20]2)([c:21]2[cH:22][cH:23][cH:24][cH:25][cH:26]2)[c:27]2[cH:28][cH:29][cH:30][cH:31][cH:32]2)[cH:13]1)[Br:33].[CH2:34]1[O:35][CH2:36][CH2:37][CH2:38]1.[CH3:1][CH2:2][CH2:3][CH2:4][Li:5]>>[CH:7]#[C:8][c:9]1[n:10][cH:11][n:12]([C:14]([c:15]2[cH:16][cH:17][cH:18][cH:19][cH:20]2)([c:21]2[cH:22][cH:23][cH:24][cH:25][cH:26]2)[c:27]2[cH:28][cH:29][cH:30][cH:31][cH:32]2)[cH:13]1.